This data is from the Open Reaction Database (ORD), a public repository of structured organic reaction records. The task is: describe an organic reaction: reactants, conditions, products, and yield Reactants: ClC1=CC=C(C=C1)C1(CCNC12CCCCC2)O (4-(4-chlorophenyl)-4-hydroxy-1azaspiro[4.5]decane). The solvent is S(O)(O)(=O)=O (sulphuric acid). Conditions: time 1 hour. The product is Cl.ClC1=CC=C(C=C1)C1=CCNC12CCCCC2 (4-(4-chlorophenyl)-1-azaspiro[4.5]dec-3-ene hydrochloride). As a reaction SMILES: [Cl:1][C:2]1[CH:7]=[CH:6][C:5]([C:8]2(O)[C:12]3([CH2:17][CH2:16][CH2:15][CH2:14][CH2:13]3)[NH:11][CH2:10][CH2:9]2)=[CH:4][CH:3]=1>S(=O)(=O)(O)O>[ClH:1].[Cl:1][C:2]1[CH:7]=[CH:6][C:5]([C:8]2[C:12]3([CH2:17][CH2:16][CH2:15][CH2:14][CH2:13]3)[NH:11][CH2:10][CH:9]=2)=[CH:4][CH:3]=1 |f:2.3|. Procedure details: The crude 4-(4-chlorophenyl)-4-hydroxy-1azaspiro[4.5]decane (2.2 g) was dissolved in concentrated sulphuric acid (27 ml) and the solution was stirred at ambient temperature for 1 hour. The mixture was poured onto ice to give a white precipitate which was collected by filtration, dissolved in water, and basified by the addition of 5M aqueous sodium hydroxide solution. The product was extracted into ether (3×200 ml) and the extracts were combined, dried over magnesium sulphate, and concentrated in... Reactants: COC1C(=O)OC2C(C=NOCc3ccccc3)OC(C)(C)OC12, CCCCC(CC)C(=O)[O-], C1CCOC1, CCOC(C)=O, Cl, NC1CCCCN(Cc2ccc(-c3ccccc3)cc2)C1=O, [Na+]. The product is COC(C(=O)NC1CCCCN(Cc2ccc(-c3ccccc3)cc2)C1=O)C1OC(C)(C)OC(C=NOCc2ccccc2)C1O. Reaction SMILES: [CH2:1]([c:2]1[cH:3][cH:4][cH:5][cH:6][cH:7]1)[O:8][N:9]=[CH:10][CH:11]1[CH:12]2[CH:13]([O:14][C:15]([CH3:17])([CH3:18])[O:16]1)[CH:19]([O:23][CH3:24])[C:20](=[O:22])[O:21]2.[CH2:48]([CH:49]([CH2:50][CH2:51][CH2:52][CH3:53])[C:54]([O-:55])=[O:56])[CH3:57].[CH2:59]1[O:60][CH2:61][CH2:62][CH2:63]1.[CH3:64][CH2:65][O:66][C:67]([CH3:68])=[O:69].[ClH:25].[NH2:26][CH:27]1[C:28](=[O:47])[N:29]([CH2:34][c:35]2[cH:36][cH:37][c:38](-[c:41]3[cH:42][cH:43][cH:44][cH:45][cH:46]3)[cH:39][cH:40]2)[CH2:30][CH2:31][CH2:32][CH2:33]1.[Na+:58]>>[CH2:1]([c:2]1[cH:3][cH:4][cH:5][cH:6][cH:7]1)[O:8][N:9]=[CH:10][CH:11]1[CH:12]([OH:21])[CH:13]([CH:19]([C:20](=[O:22])[NH:26][CH:27]2[C:28](=[O:47])[N:29]([CH2:34][c:35]3[cH:36][cH:37][c:38](-[c:41]4[cH:42][cH:43][cH:44][cH:45][cH:46]4)[cH:39][cH:40]3)[CH2:30][CH2:31][CH2:32][CH2:33]2)[O:23][CH3:24])[O:14][C:15]([CH3:17])([CH3:18])[O:16]1.